From a dataset of the Open Reaction Database (ORD), a public repository of structured organic reaction records. describe an organic reaction: reactants, conditions, products, and yield Reactants: CC(=O)OC(C)=O, CCOC(C)=O, [N-]=[N+]=NCC1CN(c2ccc(N3CC4CC5(CC4C3)OCCO5)c(F)c2)C(=O)O1, c1ccncc1. The product is CC(=O)NCC1CN(c2ccc(N3CC4CC5(CC4C3)OCCO5)c(F)c2)C(=O)O1. As a reaction SMILES: [CH3:36][C:37](=[O:38])[O:39][C:40](=[O:41])[CH3:42].[CH3:43][CH2:44][O:45][C:46](=[O:47])[CH3:48].[F:1][c:2]1[c:3]([N:18]2[CH2:19][CH:20]3[CH:21]([CH2:22]2)[CH2:23][C:24]2([CH2:25]3)[O:26][CH2:27][CH2:28][O:29]2)[cH:4][cH:5][c:6]([N:8]2[C:9](=[O:17])[O:10][CH:11]([CH2:13][N:14]=[N+:15]=[N-:16])[CH2:12]2)[cH:7]1.[cH:30]1[cH:31][cH:32][n:33][cH:34][cH:35]1>>[F:1][c:2]1[c:3]([N:18]2[CH2:19][CH:20]3[CH:21]([CH2:22]2)[CH2:23][C:24]2([CH2:25]3)[O:26][CH2:27][CH2:28][O:29]2)[cH:4][cH:5][c:6]([N:8]2[C:9](=[O:17])[O:10][CH:11]([CH2:13][NH:14][C:37]([CH3:36])=[O:38])[CH2:12]2)[cH:7]1. Starting materials: O=C([O-])[O-], Cc1ccc(C(=O)CBr)cc1, Sc1ccc(Cl)cc1, [K+], [K+], CN(C)C=O. Product: Cc1ccc(C(=O)CSc2ccc(Cl)cc2)cc1. As a reaction SMILES: [C:20](=[O:21])([O-:22])[O-:23].[CH3:1][c:2]1[cH:3][cH:4][c:5]([C:6]([CH2:7][Br:8])=[O:9])[cH:10][cH:11]1.[Cl:12][c:13]1[cH:14][cH:15][c:16]([SH:19])[cH:17][cH:18]1.[K+:24].[K+:25].[O:26]=[CH:27][N:28]([CH3:29])[CH3:30]>>[CH3:1][c:2]1[cH:3][cH:4][c:5]([C:6]([CH2:7][S:19][c:16]2[cH:15][cH:14][c:13]([Cl:12])[cH:18][cH:17]2)=[O:9])[cH:10][cH:11]1. Reactants: C1(=CC=CC2=CC=CC=C12)CC(=O)O (1-naphthaleneacetic acid), [C-]#[Si+] (carborundum), C=1C=C(OC1)CNC2=C3C(N=CN3)=NC=N2 (kinetin), C([C@@H]1[C@H]([C@@H]([C@H]([C@H](O1)O[C@]2([C@H]([C@@H]([C@H](O2)CO)O)O)CO)O)O)O)O (sucrose). Yields the product N1=CC=CC(=C1)C1N(C)CCC1 (nicotine). The yield is 2.8%. As a reaction SMILES: [C:1]1(CC(O)=O)C2C(=CC=CC=2)C=C[CH:2]=1.C1[CH:16]=[C:17]([CH2:20][NH:21][C:22]2N=[CH:29][N:28]=[C:24]3N=CN[C:23]=23)OC=1.[CH2:31](O)[C@H]1O[C@H](O[C@]2(CO)O[C@H](CO)[C@@H](O)[C@@H]2O)[C@H](O)[C@@H](O)[C@@H]1O.[C-]#[Si+]>>[N:28]1[CH:24]=[C:23]([CH:22]2[CH2:16][CH2:17][CH2:20][N:21]2[CH3:31])[CH:2]=[CH:1][CH:29]=1. Reported procedure: Nicotiana tabacum cv. Xanthi (tobacco) leaf cells (about 300-400 mg. fresh weight per flask) were grown in the dark in suspension in a growth medium, as described by Murashige and Skook (Physiol. Plantarum 1962 15: 473), containing 1 mg./l. 1-naphthaleneacetic acid, 0.1 mg./l. kinetin and 3% sucrose in 125 ml. Erlenmeyer flasks on a rotary shaker (120 rpm, 25° C.). The volume of growth medium per flask was 30 ml., which contained about 10-20 mg. fine mesh carborundum. Comparative runs were carri... Starting materials: Clc1cccc(N2CCNCC2)c1, O=C1CCCN1CCCCl, [I-], [Na+], CN(C)C=O. Product: O=C1CCCN1CCCN1CCN(c2cccc(Cl)c2)CC1. Reaction SMILES: [Cl:11][c:12]1[cH:13][cH:14][cH:15][c:16]([N:18]2[CH2:19][CH2:20][NH:21][CH2:22][CH2:23]2)[cH:17]1.[Cl:1][CH2:2][CH2:3][CH2:4][N:5]1[C:6](=[O:10])[CH2:7][CH2:8][CH2:9]1.[I-:24].[Na+:25].[O:26]=[CH:27][N:28]([CH3:29])[CH3:30]>>[CH2:2]([CH2:3][CH2:4][N:5]1[C:6](=[O:10])[CH2:7][CH2:8][CH2:9]1)[N:21]1[CH2:20][CH2:19][N:18]([c:16]2[cH:15][cH:14][cH:13][c:12]([Cl:11])[cH:17]2)[CH2:23][CH2:22]1.